The task is: describe an organic reaction: reactants, conditions, products, and yield. This data is from the Open Reaction Database (ORD), a public repository of structured organic reaction records. The reactants are N1=CC(=CC=C1)C#CCC(CC#CC=1C=NC=CC1)O (1,7-Dipyridin-3-yl-hept-1,6-diyne-4-ol), [H][H] (hydrogen). The reagents and catalysts are [Pt]=O (platinum oxide). Solvent: CO (methanol), C(C)O (ethanol). Product: N1=CC(=CC=C1)CCCC(CCCC=1C=NC=CC1)O (1,7-Dipyridin-3-yl-heptan-4-ol). Isolated yield 98.9%. RXN SMILES: [N:1]1[CH:6]=[CH:5][CH:4]=[C:3]([C:7]#[C:8][CH2:9][CH:10]([OH:20])[CH2:11][C:12]#[C:13][C:14]2[CH:15]=[N:16][CH:17]=[CH:18][CH:19]=2)[CH:2]=1.[H][H]>C(O)C.CO.[Pt]=O>[N:1]1[CH:6]=[CH:5][CH:4]=[C:3]([CH2:7][CH2:8][CH2:9][CH:10]([OH:20])[CH2:11][CH2:12][CH2:13][C:14]2[CH:15]=[N:16][CH:17]=[CH:18][CH:19]=2)[CH:2]=1. Procedure details: A suspension of platinum oxide (280 mg) in absolute ethanol (1 mL) was diluted with absolute methanol (10 mL) followed by the addition of compound 1 (2.81 g, 10.73 mmol). The suspension was placed under 40 psi of hydrogen gas. After hydrogen consumption ceased, the hydrogen was replaced with nitrogen and the reaction was filtered and concentrated to provide 2.87 g of compound 2 as a viscous oil. The reactants are 1,1-carbonyldiimidazole, BrC1=CC(=CC(=N1)C(=O)O)[N+](=O)[O-] (6-bromo-4-nitropyridine-2-carboxylic acid), [NH4+].[OH-] (NH4OH). The solvent is CN(C=O)C (dimethylformamide), O (water). Reaction conditions: time 3 hour. Product: BrC1=CC(=CC(=N1)C(=O)N)[N+](=O)[O-] (6-bromo-4-nitropyridine-2-carboxamide). The yield is 85.0%. RXN SMILES: [Br:1][C:2]1[N:7]=[C:6]([C:8](O)=[O:9])[CH:5]=[C:4]([N+:11]([O-:13])=[O:12])[CH:3]=1.[NH4+:14].[OH-]>CN(C)C=O.O>[Br:1][C:2]1[N:7]=[C:6]([C:8]([NH2:14])=[O:9])[CH:5]=[C:4]([N+:11]([O-:13])=[O:12])[CH:3]=1 |f:1.2|. Reported procedure: 1.3 g (0.00526 mol) of 6-bromo-4-nitropyridine-2-carboxylic acid were dissolved in 10 ml of dimethylformamide, treated at 5° C. with 0.94 g (0.0058 mol) of 1,1-carbonyldiimidazole and subsequently stirred at room temperature for 3 hrs. Then, 40 ml of 25% NH4OH in water was added thereto and the mixture was stirred at room temperature for 1 hr. The reaction mixture was partitioned in water and dichloromethane and the organic phase was washed with water and sat. sodium chloride solution, dried ove... Reactants: NC1=NC=CC(=C1)C1CC1 (2-amino-4-cyclopropylpyridine), BrC1=NC(=CC(=C1)C)Br (2,6-dibromo-4-methylpyridine), CC(C)([O-])C.[Na+] (Sodium tert-butoxide), N#N (N2). Reagents/catalysts: [Pd](Cl)Cl.C(C)(C)(C)P([C-]1C=CC=C1)C(C)(C)C.[C-]1(C=CC=C1)P(C(C)(C)C)C(C)(C)C.[Fe+2] (1,1′-bis(di-tert-butylphosphino)ferrocene palladium dichloride). The solvent is O1CCOCC1 (1,4-dioxane), O (water). Reaction conditions: time 15 minute. Yields the product BrC1=CC(=CC(=N1)NC1=NC=CC(=C1)C1CC1)C (6-Bromo-N-(4-cyclopropylpyridin-2-yl)-4-methylpyridin-2-amine). RXN SMILES: [NH2:1][C:2]1[CH:7]=[C:6]([CH:8]2[CH2:10][CH2:9]2)[CH:5]=[CH:4][N:3]=1.[Br:11][C:12]1[CH:17]=[C:16]([CH3:18])[CH:15]=[C:14](Br)[N:13]=1.N#N.CC(C)([O-])C.[Na+]>[Pd](Cl)Cl.C(P(C(C)(C)C)[C-]1C=CC=C1)(C)(C)C.[C-]1(P(C(C)(C)C)C(C)(C)C)C=CC=C1.[Fe+2].O.O1CCOCC1>[Br:11][C:12]1[N:13]=[C:14]([NH:1][C:2]2[CH:7]=[C:6]([CH:8]3[CH2:10][CH2:9]3)[CH:5]=[CH:4][N:3]=2)[CH:15]=[C:16]([CH3:18])[CH:17]=1 |f:3.4,5.6.7.8|. Procedure details: A dry round bottomed flask was charged with 2-amino-4-cyclopropylpyridine (5.00 g, 31.7 mmol) and 2,6-dibromo-4-methylpyridine (7.95 g, 31.7 mmol). The reaction vessel was placed under an atmosphere of nitrogen (3× vacuum/N2 cycle), then 1,4-dioxane (100 mL) was added and the mixture was degassed with a steady stream of nitrogen for 30 minutes. Sodium tert-butoxide (3.35 g, 34.8 mmol) and 1,1′-bis(di-tert-butylphosphino)ferrocene palladium dichloride (0.49 g, 0.75 mmol) were added to the reactio... Starting materials: C(#N)C=1C=NN(C1C(OCC)OCC)C1=NN(C(=C1Cl)S(=O)(=O)C)C (4-cyano-5-diethoxymethyl-1-(4-chloro-1-methyl-5-methylsulfonyl-3-pyrazolyl)pyrazole), S(O)(O)(=O)=O (sulfuric acid). Run in O1CCOCC1 (1,4-dioxane). Product: C(#N)C=1C=NN(C1C=O)C1=NN(C(=C1Cl)S(=O)(=O)C)C (4-Cyano-5-formyl-1-(4chloro-1-methyl-5-methylsulfonyl-3-pyrazolyl)-pyrazole). The yield is 86.5%. Reaction SMILES: [C:1]([C:3]1[CH:4]=[N:5][N:6]([C:15]2[C:19]([Cl:20])=[C:18]([S:21]([CH3:24])(=[O:23])=[O:22])[N:17]([CH3:25])[N:16]=2)[C:7]=1[CH:8](OCC)[O:9]CC)#[N:2].S(=O)(=O)(O)O>O1CCOCC1>[C:1]([C:3]1[CH:4]=[N:5][N:6]([C:15]2[C:19]([Cl:20])=[C:18]([S:21]([CH3:24])(=[O:22])=[O:23])[N:17]([CH3:25])[N:16]=2)[C:7]=1[CH:8]=[O:9])#[N:2]. Procedure: 1.10 g (3.5 mmol) of 4-cyano-5-diethoxymethyl-1-(4-chloro-1-methyl-5-methylsulfonyl-3-pyrazolyl)pyrazole are dissolved in 20 ml of 1,4-dioxane and, after addition of 2 ml of 50% strength sulfuric acid, heated under reflux for 2 hours. The solution is cooled and the volatile components are then distilled off, and the residue taken up in dichloromethane and extracted with water and sodium bicarbonate solution. Drying with sodium sulfate and concentration using a rotary evaporator gives 0.95 g (86%...